From a dataset of the Open Reaction Database (ORD), a public repository of structured organic reaction records. describe an organic reaction: reactants, conditions, products, and yield Reactants: C(C)OCOC=1C=NC(=NC1)C1=CC=C(C=C1)F (5-(ethoxymethoxy)-2-(4-fluorophenyl)pyrimidine), Cl (HCl). Solvent: CO (MeOH), ice water. Run at temperature 53 celsius, time 4 hour. The product is FC1=CC=C(C=C1)C1=NC=C(C=N1)O (2-(4-fluorophenyl)-5-pyrimidinol). Yield: 97.8%. RXN SMILES: C(OC[O:5][C:6]1[CH:7]=[N:8][C:9]([C:12]2[CH:17]=[CH:16][C:15]([F:18])=[CH:14][CH:13]=2)=[N:10][CH:11]=1)C.Cl>CO>[F:18][C:15]1[CH:14]=[CH:13][C:12]([C:9]2[N:8]=[CH:7][C:6]([OH:5])=[CH:11][N:10]=2)=[CH:17][CH:16]=1. Reported procedure: Ether 109 (301 mg, 1.21 mmol) was treated with 1.25M HCl in MeOH (10 mL) and the mixture was stirred at 53° C. for 4 h. The resulting cooled solution was diluted with ice-water (100 mL) and extracted with CH2Cl2 (5×80 mL). The combined extracts were evaporated to dryness and the residue was triturated in pentane to give 2-(4-fluorophenyl)-5-pyrimidinol (111) (225 mg, 98%) as a white solid: mp (pentane) 200-202° C.; 1H NMR [(CD3)2SO] δ 10.55 (v br s, 1H), 8.42 (s, 2H), 8.29 (ddt, J=9.1, 5.7, 2.6 ... The reactants are C(C(C)(C)C)(=O)OCC[C@@H]1OC2(O[C@H]1C1=C(C=CC=C1)Cl)CCCC2 (2-((2S,3S)-3-(2-chlorophenyl)-1,4-dioxaspiro[4.4]nonan-2-yl)ethyl pivalate), C(C(C)(C)C)(=O)OCC[C@@H]1OC(O[C@H]1C1=C(C=CC=C1)Cl)(CC)CC (2-((4S,5S)-2,2-diethyl-5-(2-chlorophenyl)-1,3-dioxolan-4-yl)ethyl pivalate). Yields the product ClC1=C(C=CC=C1)[C@H]1[C@@H](OC2(O1)CCCC2)CCO (2-((2S,3S)-3-(2-chlorophenyl)-1,4-dioxaspiro[4.4]nonan-2-yl)ethanol). Yield: 80.0%. Reaction SMILES: C([O:7][CH2:8][CH2:9][C@H:10]1[C@H:14]([C:15]2[CH:20]=[CH:19][CH:18]=[CH:17][C:16]=2[Cl:21])[O:13][C:12]2([CH2:25][CH2:24][CH2:23][CH2:22]2)[O:11]1)(=O)C(C)(C)C.C(OCC[C@H]1[C@H](C2C=CC=CC=2Cl)OC(CC)(CC)O1)(=O)C(C)(C)C>>[Cl:21][C:16]1[CH:17]=[CH:18][CH:19]=[CH:20][C:15]=1[C@@H:14]1[O:13][C:12]2([CH2:25][CH2:24][CH2:23][CH2:22]2)[O:11][C@H:10]1[CH2:9][CH2:8][OH:7]. Procedure details: The substantially same method as described in Example 364 was conducted, except that 2-((2S,3S)-3-(2-chlorophenyl)-1,4-dioxaspiro[4.4]nonan-2-yl)ethyl pivalate (Preparation example 365) was used instead of that 2-((4S,5S)-2,2-diethyl-5-(2-chlorophenyl)-1,3-dioxolan-4-yl)ethyl pivalate (Preparation example 363), to obtain the title compound (0.4 g, 80˜95%)